From a dataset of the Open Reaction Database (ORD), a public repository of structured organic reaction records. describe an organic reaction: reactants, conditions, products, and yield Starting materials: COC(=O)Cc1ccc(F)c(-c2ccc(C(F)(F)F)cc2CNC2c3ccccc3CC2O)c1, O=C(Cl)Cl. Product: COC(=O)Cc1ccc(F)c(-c2ccc(C(F)(F)F)cc2CN2C(=O)OC3Cc4ccccc4C32)c1. RXN SMILES: [CH3:1][O:2][C:3]([CH2:4][c:5]1[cH:6][c:7](-[c:12]2[c:13]([CH2:22][NH:23][CH:24]3[CH:25]([OH:33])[CH2:26][c:27]4[cH:28][cH:29][cH:30][cH:31][c:32]43)[cH:14][c:15]([C:18]([F:19])([F:20])[F:21])[cH:16][cH:17]2)[c:8]([F:11])[cH:9][cH:10]1)=[O:34].[Cl:35][C:36]([Cl:37])=[O:38]>>[CH3:1][O:2][C:3]([CH2:4][c:5]1[cH:6][c:7](-[c:12]2[c:13]([CH2:22][N:23]3[CH:24]4[CH:25]([CH2:26][c:27]5[cH:28][cH:29][cH:30][cH:31][c:32]54)[O:33][C:36]3=[O:38])[cH:14][c:15]([C:18]([F:19])([F:20])[F:21])[cH:16][cH:17]2)[c:8]([F:11])[cH:9][cH:10]1)=[O:34]. Starting materials: O=C([O-])O, C1CCOC1, COC(=O)c1cc(Cl)ccc1NC(=O)COCC(=O)O, O=C(Cl)C(=O)Cl, Cc1sc(N)c(C(=O)OC(C)(C)C)c1-c1ccccc1, [Na+], CN(C)C=O, O. Product: COC(=O)c1cc(Cl)ccc1NC(=O)COCC(=O)Nc1sc(C)c(-c2ccccc2)c1C(=O)OC(C)(C)C. Reaction SMILES: [C:52](=[O:53])([O-:54])[OH:55].[CH2:57]1[O:58][CH2:59][CH2:60][CH2:61]1.[Cl:1][c:2]1[cH:3][c:4]([C:17](=[O:18])[O:19][CH3:20])[c:5]([NH:8][C:9]([CH2:10][O:11][CH2:12][C:13](=[O:14])[OH:15])=[O:16])[cH:6][cH:7]1.[Cl:26][C:27]([C:28]([Cl:29])=[O:30])=[O:31].[NH2:32][c:33]1[s:34][c:35]([CH3:51])[c:36](-[c:45]2[cH:46][cH:47][cH:48][cH:49][cH:50]2)[c:37]1[C:38](=[O:39])[O:40][C:41]([CH3:42])([CH3:43])[CH3:44].[Na+:56].[O:21]=[CH:22][N:23]([CH3:24])[CH3:25].[OH2:62]>>[Cl:1][c:2]1[cH:3][c:4]([C:17](=[O:18])[O:19][CH3:20])[c:5]([NH:8][C:9]([CH2:10][O:11][CH2:12][C:13](=[O:15])[NH:32][c:33]2[s:34][c:35]([CH3:51])[c:36](-[c:45]3[cH:46][cH:47][cH:48][cH:49][cH:50]3)[c:37]2[C:38](=[O:39])[O:40][C:41]([CH3:42])([CH3:43])[CH3:44])=[O:16])[cH:6][cH:7]1.